The task is: describe an organic reaction: reactants, conditions, products, and yield. This data is from the Open Reaction Database (ORD), a public repository of structured organic reaction records. Starting materials: C1=CC=CC=C1 (benzene), CC1=CC=CC2=CC=CC=C12 (methylnaphthalene). Solvent: C1(=CC=CC=C1)C (toluene), C1(=CC=CC=C1)C (toluene). Yields the product C1=CC=CC2=CC=CC=C12 (naphthalene), CC=1C(=C(C=CC1)C)C (trimethylbenzene). As a reaction SMILES: C1C=CC=CC=1.[CH3:7][C:8]1[C:17]2[C:12](=[CH:13][CH:14]=[CH:15][CH:16]=2)[CH:11]=[CH:10][CH:9]=1>C1(C)C=CC=CC=1>[CH:16]1[C:17]2[C:12](=[CH:11][CH:10]=[CH:9][CH:8]=2)[CH:13]=[CH:14][CH:15]=1.[CH3:7][C:8]1[C:17]([CH3:16])=[C:12]([CH3:13])[CH:11]=[CH:10][CH:9]=1. Procedure details: The process of claims 1, 2, 3, 4, 5, 6, 7, 8, 9, 10, 11, 12, 13, 14, 15, 16, 17, 18 or 19 wherein said conversion is transalkylation of benzene and methylnaphthalene to form toluene and naphthalene or transalkylation of toluene and trimethylbenzene to form xylenes and said conversion conditions include a temperature of between about 650° F. and 1100° F., a pressure of between about 0 and about 1000 psig and a WHSV of between about 1 and about 20. Procedure: Ferulic acid (5 g) and then n-butyl alcohol (50 ml) containing hydrogen chloride (4%) were placed in an egg-plant type flask (200 ml), and heated under reflux for about 2 hours. The disappearance of the starting material was confirmed by thin layer chromatography (TLC: n-hexane/ethyl acetate=2/1), then the solvent was evaporated under reduced pressure by a rotary evaporator. Benzene was added to the residue, and then, the solvent was again evaporated by a rotary evaporator to obtain the crude pr... As a reaction SMILES: [C:1]([OH:14])(=[O:13])/[CH:2]=[CH:3]/[C:4]1[CH:12]=[CH:11][C:9]([OH:10])=[C:6]([O:7][CH3:8])[CH:5]=1.[CH2:15](O)[CH2:16][CH2:17][CH3:18].Cl>CCCCCC.C(OCC)(=O)C>[C:1]([O:14][CH2:15][CH2:16][CH2:17][CH3:18])(=[O:13])/[CH:2]=[CH:3]/[C:4]1[CH:12]=[CH:11][C:9]([OH:10])=[C:6]([O:7][CH3:8])[CH:5]=1 |f:3.4|. The yield is 99.0%. Starting materials: C(\C=C\C1=CC(OC)=C(O)C=C1)(=O)O (Ferulic acid), C(CCC)O (n-butyl alcohol), Cl (hydrogen chloride). Product: C(\C=C\C1=CC(OC)=C(O)C=C1)(=O)OCCCC (n-butyl ferulate). Solvent: CCCCCC.C(C)(=O)OCC (n-hexane ethyl acetate).